describe an organic reaction: reactants, conditions, products, and yield From a dataset of the Open Reaction Database (ORD), a public repository of structured organic reaction records. Starting materials: BrC=1C=CC(=NC1)C (5-Bromo-2-methyl pyridine), C(CCC)C(=C(CCCC)CCCC)[Sn] (tributylvinyltin). The reagents and catalysts are C=1C=CC(=CC1)[P](C=2C=CC=CC2)(C=3C=CC=CC3)[Pd]([P](C=4C=CC=CC4)(C=5C=CC=CC5)C=6C=CC=CC6)([P](C=7C=CC=CC7)(C=8C=CC=CC8)C=9C=CC=CC9)[P](C=1C=CC=CC1)(C=1C=CC=CC1)C=1C=CC=CC1 (Pd(PPh3)4). Solvent: CN(C)C=O.C1CCOC1 (DMF THF), O (water). Run at temperature 100 celsius. The product is CC1=NC=C(C=C1)C=C (2-methyl-5-vinylpyridine). Isolated yield 46.3%. RXN SMILES: Br[C:2]1[CH:3]=[CH:4][C:5]([CH3:8])=[N:6][CH:7]=1.[CH2:9](C([Sn])=C(CCCC)CCCC)[CH2:10]CC>CN(C=O)C.C1COCC1.O.C1C=CC([P]([Pd]([P](C2C=CC=CC=2)(C2C=CC=CC=2)C2C=CC=CC=2)([P](C2C=CC=CC=2)(C2C=CC=CC=2)C2C=CC=CC=2)[P](C2C=CC=CC=2)(C2C=CC=CC=2)C2C=CC=CC=2)(C2C=CC=CC=2)C2C=CC=CC=2)=CC=1>[CH3:8][C:5]1[CH:4]=[CH:3][C:2]([CH:9]=[CH2:10])=[CH:7][N:6]=1 |f:2.3,^1:10,38,40,59,78|. Procedure details: The title compound was prepared by following general procedure 2. 5-Bromo-2-methyl pyridine (5 g, 29.0 mmol) was dissolved in DMF:THF (3:1, 35 mL): tributylvinyltin (10.2 g, 31.9 mmol) and Pd(PPh3)4 (0.44 g, 0.432 mmol) was added to this solution at RT under nitrogen and was heated at 100° C. for 2 h. After completion of the reaction (TLC), the reaction mixture was cooled to RT and diluted with water (350 mL) and extracted with ethyl acetate (3×200 mL). The organic layer was dried over anhydrous... Starting materials: C(CCC)N(C(=O)C1=NN(C(=C1)C)C1=C(C=C(C=C1)[N+](=O)[O-])C(=O)N1CC2=CC=CC=C2C[C@H]1CO)CCCC ((S)—N,N-dibutyl-1-(2-(3-(hydroxymethyl)-1,2,3,4-tetrahydroisoquinoline-2-carbonyl)-4-nitrophenyl)-5-methyl-1H-pyrazole-3-carboxamide), [Si](C)(C)(C(C)(C)C)Cl (TBDMS-chloride), N1C=NC=C1 (imidazole). The solvent is C(Cl)Cl (DCM), O (water). Reaction conditions: time 12 hour. Product: C(CCC)N(C(=O)C1=NN(C(=C1)C)C1=C(C=C(C=C1)[N+](=O)[O-])C(=O)N1CC2=CC=CC=C2C[C@H]1CO[Si](C)(C)C(C)(C)C)CCCC ((S)—N,N-dibutyl-1-(2-(3-(((tert-butyldimethylsilyl)oxy)methyl)-1,2,3,4-tetrahydroisoquinoline-2-carbonyl)-4-nitrophenyl)-5-methyl-1H-pyrazole-3-carboxamide). The yield is 64.5%. Reaction SMILES: [CH2:1]([N:5]([CH2:37][CH2:38][CH2:39][CH3:40])[C:6]([C:8]1[CH:12]=[C:11]([CH3:13])[N:10]([C:14]2[CH:19]=[CH:18][C:17]([N+:20]([O-:22])=[O:21])=[CH:16][C:15]=2[C:23]([N:25]2[C@H:34]([CH2:35][OH:36])[CH2:33][C:32]3[C:27](=[CH:28][CH:29]=[CH:30][CH:31]=3)[CH2:26]2)=[O:24])[N:9]=1)=[O:7])[CH2:2][CH2:3][CH3:4].[Si:41](Cl)([C:44]([CH3:47])([CH3:46])[CH3:45])([CH3:43])[CH3:42].N1C=CN=C1>C(Cl)Cl.O>[CH2:37]([N:5]([CH2:1][CH2:2][CH2:3][CH3:4])[C:6]([C:8]1[CH:12]=[C:11]([CH3:13])[N:10]([C:14]2[CH:19]=[CH:18][C:17]([N+:20]([O-:22])=[O:21])=[CH:16][C:15]=2[C:23]([N:25]2[C@H:34]([CH2:35][O:36][Si:41]([C:44]([CH3:47])([CH3:46])[CH3:45])([CH3:43])[CH3:42])[CH2:33][C:32]3[C:27](=[CH:28][CH:29]=[CH:30][CH:31]=3)[CH2:26]2)=[O:24])[N:9]=1)=[O:7])[CH2:38][CH2:39][CH3:40]. Procedure: To a solution of (S)—N,N-dibutyl-1-(2-(3-(hydroxymethyl)-1,2,3,4-tetrahydroisoquinoline-2-carbonyl)-4-nitrophenyl)-5-methyl-1H-pyrazole-3-carboxamide (9.0 g, 16.4 mmol) in DCM (150 mL) were added TBDMS-chloride (2.98 g, 19.7 mmol), imidazole (2.23 g, 32.9 mmol) followed by stirring at RT for 12 h. The reaction mixture was diluted with water and extracted with EtOAc (300 mL×2), twice. The combined organic layers were washed with water (300 mL), brine (100 mL), dried over sodium sulphate and conce... Reactants: N1C(CCC2=CC=CC=C12)=O (3,4-dihydroquinolin-2(1H)-one), ClCCCCC(=O)Cl (5-chloropentanoyl chloride). Product: ClCCCCC(=O)C=1C=C2CCC(NC2=CC1)=O (6-(5-Chloropentanoyl)-3,4-dihydroquinolin-2(1H)-one), crystals. As a reaction SMILES: [NH:1]1[C:10]2[C:5](=[CH:6][CH:7]=[CH:8][CH:9]=2)[CH2:4][CH2:3][C:2]1=[O:11].[Cl:12][CH2:13][CH2:14][CH2:15][CH2:16][C:17](Cl)=[O:18]>>[Cl:12][CH2:13][CH2:14][CH2:15][CH2:16][C:17]([C:7]1[CH:6]=[C:5]2[C:10](=[CH:9][CH:8]=1)[NH:1][C:2](=[O:11])[CH2:3][CH2:4]2)=[O:18]. Reported procedure: Using 3,4-dihydroquinolin-2(1H)-one (2.94 g) and 5-chloropentanoyl chloride (3.7 g) according to the same method as that of Reference Example 1, the title compound was obtained as colorless crystals (1.59 g) having a melting point of 145 to 146° C. The reactants are CC(C)(C)OC(=O)Nc1ccc(B2OC(C)(C)C(C)(C)O2)cc1NC(=O)OC(C)(C)C, COCCOC, O=S(=O)(c1ccccc1Cl)C(F)(F)F, [Na+], [Na+], O=C([O-])[O-], O. Product: CC(C)(C)OC(=O)Nc1ccc(-c2ccccc2S(=O)(=O)C(F)(F)F)cc1NC(=O)OC(C)(C)C. As a reaction SMILES: [C:1]([CH3:2])([CH3:3])([CH3:4])[O:5][C:6]([NH:7][c:8]1[c:9]([NH:23][C:24](=[O:25])[O:26][C:27]([CH3:28])([CH3:29])[CH3:30])[cH:10][c:11]([B:14]2[O:15][C:16]([CH3:17])([CH3:18])[C:19]([CH3:20])([CH3:21])[O:22]2)[cH:12][cH:13]1)=[O:31].[CH3:52][O:53][CH2:54][CH2:55][O:56][CH3:57].[Cl:32][c:33]1[c:34]([S:39](=[O:40])(=[O:41])[C:42]([F:43])([F:44])[F:45])[cH:35][cH:36][cH:37][cH:38]1.[Na+:46].[Na+:47].[O-:48][C:49](=[O:50])[O-:51].[OH2:58]>>[C:1]([CH3:2])([CH3:3])([CH3:4])[O:5][C:6]([NH:7][c:8]1[c:9]([NH:23][C:24](=[O:25])[O:26][C:27]([CH3:28])([CH3:29])[CH3:30])[cH:10][c:11](-[c:33]2[c:34]([S:39](=[O:40])(=[O:41])[C:42]([F:43])([F:44])[F:45])[cH:35][cH:36][cH:37][cH:38]2)[cH:12][cH:13]1)=[O:31].